describe an organic reaction: reactants, conditions, products, and yield From a dataset of the Open Reaction Database (ORD), a public repository of structured organic reaction records. Product: COc1ccc2c(c1F)C(=O)OC2=O. Reactants: CC(=O)OC(C)=O, COc1ccc(C(=O)O)c(C(=O)O)c1F. As a reaction SMILES: [CH3:16][C:17]([O:18][C:19](=[O:20])[CH3:21])=[O:22].[F:1][c:2]1[c:3]([C:13](=[O:14])[OH:15])[c:4]([C:5](=[O:6])[OH:7])[cH:8][cH:9][c:10]1[O:11][CH3:12]>>[F:1][c:2]1[c:3]2[c:4]([cH:8][cH:9][c:10]1[O:11][CH3:12])[C:5](=[O:7])[O:15][C:13]2=[O:14].